This data is from the Open Reaction Database (ORD), a public repository of structured organic reaction records. The task is: describe an organic reaction: reactants, conditions, products, and yield Reactants: [Li]CCCC, C1CCOC1, CCCCCC, CCOC(C)=O, ClCCBr, Cl, O=C(O)Cc1cc(F)c(F)c(F)c1. Yields the product O=C(O)C(CCCl)c1cc(F)c(F)c(F)c1. RXN SMILES: [CH2:1]([Li:2])[CH2:3][CH2:4][CH3:5].[CH2:30]1[O:31][CH2:32][CH2:33][CH2:34]1.[CH3:24][CH2:25][CH2:26][CH2:27][CH2:28][CH3:29].[CH3:35][CH2:36][O:37][C:38](=[O:39])[CH3:40].[Cl:19][CH2:20][CH2:21][Br:22].[ClH:23].[F:6][c:7]1[cH:8][c:9]([CH2:15][C:16](=[O:17])[OH:18])[cH:10][c:11]([F:14])[c:12]1[F:13]>>[F:6][c:7]1[cH:8][c:9]([CH:15]([C:16](=[O:17])[OH:18])[CH2:21][CH2:20][Cl:19])[cH:10][c:11]([F:14])[c:12]1[F:13].